Dataset: the Open Reaction Database (ORD), a public repository of structured organic reaction records. Task: describe an organic reaction: reactants, conditions, products, and yield The reactants are ClC1=C(C=C(C(=O)Cl)C=C1)[N+](=O)[O-] (4-chloro-3-nitrobenzoyl chloride), S1C(=NC=C1)N (Thiazol-2-ylamine). Yields the product ClC1=C(C=C(C(=O)NC=2SC=CN2)C=C1)[N+](=O)[O-] (4-Chloro-3-nitro-N-thiazol-2-yl-benzamide). Reaction SMILES: [Cl:1][C:2]1[CH:10]=[CH:9][C:5]([C:6](Cl)=[O:7])=[CH:4][C:3]=1[N+:11]([O-:13])=[O:12].[S:14]1[CH:18]=[CH:17][N:16]=[C:15]1[NH2:19]>>[Cl:1][C:2]1[CH:10]=[CH:9][C:5]([C:6]([NH:19][C:15]2[S:14][CH:18]=[CH:17][N:16]=2)=[O:7])=[CH:4][C:3]=1[N+:11]([O-:13])=[O:12]. Procedure details: A mixture of 4-chloro-3-nitrobenzoyl chloride was reacted with Thiazol-2-ylamine to produce 4-Chloro-3-nitro-N-thiazol-2-yl-benzamide according to the procedure of Example 10A, which was treated sequentially using the procedures from Examples 22A and 22B to provide the title product. Reported procedure: Starting from 120 mg (0.20 mmol) of (S)-1-[2-(4-tert-butoxycarbonyl-piperidin-1-yl)-2-oxo-ethyl]-3-[N′-(3,5-diamino-6-chloro-pyrazine-2-carbonyl)-guanidino]-1-azonia-bicyclo[2.2.2]octane; chloride (Intermediate 67). Reaction SMILES: C([O:5][C:6]([CH:8]1[CH2:13][CH2:12][N:11]([C:14](=[O:39])[CH2:15][N+:16]23[CH2:23][CH2:22][CH:19]([CH2:20][CH2:21]2)[C@H:18]([NH:24][C:25]([NH2:38])=[N:26][C:27]([C:29]2[C:34]([NH2:35])=[N:33][C:32]([NH2:36])=[C:31]([Cl:37])[N:30]=2)=[O:28])[CH2:17]3)[CH2:10][CH2:9]1)=[O:7])(C)(C)C.[Cl-:40]>>[ClH:37].[Cl-:40].[C:6]([CH:8]1[CH2:13][CH2:12][N:11]([C:14](=[O:39])[CH2:15][N+:16]23[CH2:23][CH2:22][CH:19]([CH2:20][CH2:21]2)[C@H:18]([NH:24][C:25]([NH2:38])=[N:26][C:27]([C:29]2[C:34]([NH2:35])=[N:33][C:32]([NH2:36])=[C:31]([Cl:37])[N:30]=2)=[O:28])[CH2:17]3)[CH2:10][CH2:9]1)([OH:7])=[O:5] |f:2.3.4|. Reactants: C(C)(C)(C)OC(=O)C1CCN(CC1)C(C[N+]12C[C@H](C(CC1)CC2)NC(=NC(=O)C2=NC(=C(N=C2N)N)Cl)N)=O ((S)-1-[2-(4-tert-butoxycarbonyl-piperidin-1-yl)-2-oxo-ethyl]-3-[N′-(3,5-diamino-6-chloro-pyrazine-2-carbonyl)-guanidino]-1-azonia-bicyclo[2.2.2]octane), [Cl-] (chloride), [Cl-] (chloride). Product: Cl.[Cl-].C(=O)(O)C1CCN(CC1)C(C[N+]12C[C@H](C(CC1)CC2)NC(=NC(=O)C2=NC(=C(N=C2N)N)Cl)N)=O ((S)-1-[2-(4-Carboxy-piperidin-1-yl)-2-oxo-ethyl]-3-[N′-(3,5-diamino-6-chloro-pyrazine-2-carbonyl)-guanidino]-1-azonia-bicyclo[2.2.2]octane chloride hydrochloride). Starting materials: C(C)(C)(C)OC(=O)C1=CC=C(C=C1)C(C(=O)OC)C(=O)OC (Dimethyl [4-(tert-butoxycarbonyl)phenyl]malonate), CO (MeOH), [OH-].[Na+] (NaOH). Solvent: C1CCOC1 (THF). Run at time 45 minute. Yields the product C(C)(C)(C)OC(=O)C1=CC=C(C=C1)CC(=O)O ([4-(tert-Butoxycarbonyl)phenyl]acetic acid). RXN SMILES: [C:1]([O:5][C:6]([C:8]1[CH:13]=[CH:12][C:11]([CH:14](C(OC)=O)[C:15]([O:17]C)=[O:16])=[CH:10][CH:9]=1)=[O:7])([CH3:4])([CH3:3])[CH3:2].CO.[OH-].[Na+]>C1COCC1>[C:1]([O:5][C:6]([C:8]1[CH:9]=[CH:10][C:11]([CH2:14][C:15]([OH:17])=[O:16])=[CH:12][CH:13]=1)=[O:7])([CH3:4])([CH3:2])[CH3:3] |f:2.3|. Reported procedure: Dimethyl [4-(tert-butoxycarbonyl)phenyl]malonate (4.00 g, 13.0 mmol) was taken up in THF (30 mL) and MeOH (10 mL) under N2. NaOH (2 M, 19.5 mL, 39.0 mmol) was added, and the reaction was stirred at room temperature for 45 min. The solution was quenched with 1 M citric acid and extracted with EtOAc (2×). The combined organic extracts were washed with water and brine, dried (MgSO4), and evaporated. The resulting yellow oil was dissolved in 1:1 EtOAc:water (100 mL) and stirred at 85° C. for 2 h. Th... Reactants: NC=1C(NC=C(C1)C)=O (3-amino-5-methyl-2-pyridone), FC1=C(C(=O)Cl)C=CC=C1 (2-fluorobenzoyl chloride), ice water. Run in N1=CC=CC=C1 (pyridine). Reaction conditions: time 3 hour. The product is FC1=C(C(=O)NC=2C(NC=C(C2)C)=O)C=CC=C1 (3-(2-fluorobenzoylamino)-5-methyl-2-pyridone). RXN SMILES: [NH2:1][C:2]1[C:3](=[O:9])[NH:4][CH:5]=[C:6]([CH3:8])[CH:7]=1.[F:10][C:11]1[CH:19]=[CH:18][CH:17]=[CH:16][C:12]=1[C:13](Cl)=[O:14]>N1C=CC=CC=1>[F:10][C:11]1[CH:19]=[CH:18][CH:17]=[CH:16][C:12]=1[C:13]([NH:1][C:2]1[C:3](=[O:9])[NH:4][CH:5]=[C:6]([CH3:8])[CH:7]=1)=[O:14]. Reported procedure: A solution of 3.1 g. of 3-amino-5-methyl-2-pyridone in 25 ml. of pyridine was cooled in ice and treated with 4.5 g. of 2-fluorobenzoyl chloride dropwise. After stirring for about 3 hours at room temperature, the mixture was diluted with 200 ml. of ice-water. After 0.5 hour the precipitate was collected, washed with water, dried and recrystallized from ethanol to give 3-(2-fluorobenzoylamino)-5-methyl-2-pyridone, m.p. 230°-232° C. The reactants are NC1=NC=CC=C1 (2-aminopyridine), C(=O)(O)C1=C2CCC(C2=CC=C1)=O (4-carboxy-1-indanone), Cl.CNC (dimethylamine hydrochloride). The product is N1=C(C=CC=C1)NC(CCC#C)=O (N-pyridin-2-ylpent-4-ynamide). Procedure details: The desired product was prepared by substituting 4-pentynoic acid and 2-aminopyridine for 4-carboxy-1-indanone and dimethylamine hydrochloride, respectively, in Example 40. MS (APCI(+)) m/e 175.1 (M+H)+. As a reaction SMILES: [NH2:1][C:2]1[CH:7]=[CH:6][CH:5]=[CH:4][N:3]=1.[C:8]([C:11]1C=CC=C2[C:12]=1[CH2:13][CH2:14]C2=O)(O)=[O:9].Cl.CNC>>[N:3]1[CH:4]=[CH:5][CH:6]=[CH:7][C:2]=1[NH:1][C:8](=[O:9])[CH2:11][CH2:12][C:13]#[CH:14] |f:2.3|. The reactants are CC(C)(C)OC(=O)COCC(Nc1ncnc2cc(C(=O)N3CCCC3)c(Cl)cc12)c1nc2cc(Cl)ccc2[nH]1, O=C(O)C(F)(F)F. The product is O=C(O)COCC(Nc1ncnc2cc(C(=O)N3CCCC3)c(Cl)cc12)c1nc2cc(Cl)ccc2[nH]1. As a reaction SMILES: [Cl:1][c:2]1[cH:3][c:4]2[c:5]([NH:19][CH:20]([CH2:21][O:22][CH2:23][C:24](=[O:25])[O:26][C:27]([CH3:28])([CH3:29])[CH3:30])[c:31]3[n:32][c:33]4[c:34]([nH:35]3)[cH:36][cH:37][c:38]([Cl:40])[cH:39]4)[n:6][cH:7][n:8][c:9]2[cH:10][c:11]1[C:12](=[O:13])[N:14]1[CH2:15][CH2:16][CH2:17][CH2:18]1.[OH:41][C:42]([C:43]([F:44])([F:45])[F:46])=[O:47]>>[Cl:1][c:2]1[cH:3][c:4]2[c:5]([NH:19][CH:20]([CH2:21][O:22][CH2:23][C:24](=[O:25])[OH:26])[c:31]3[n:32][c:33]4[c:34]([nH:35]3)[cH:36][cH:37][c:38]([Cl:40])[cH:39]4)[n:6][cH:7][n:8][c:9]2[cH:10][c:11]1[C:12](=[O:13])[N:14]1[CH2:15][CH2:16][CH2:17][CH2:18]1. Reactants: FC(CN)(F)F (2,2,2-Trifluoroethylamine), N1=CC=CC=C1 (pyridine), NC=1C(=CC(=C(C1)N1C=C(C(C2=CC(=C(C(=C12)Cl)F)F)=O)C(=O)O)F)F (1-(5-amino-2,4-difluorophenyl)-8-chloro-6,7-difluoro-4-oxo-1,4-dihydroquinoline-3-carboxylic acid), FC(CN)(F)F (2,2,2-trifluoroethylamine). Solvent: C(C)OCC (Diethyl ether). Run at temperature 40 celsius, time 2 day. Yields the product NC=1C(=CC(=C(C1)N1C=C(C(C2=CC(=C(C(=C12)Cl)NCC(F)(F)F)F)=O)C(=O)O)F)F (1-(5-Amino-2,4-difluorophenyl)-8-chloro-6-fluoro-7-(2,2,2-trifluoroethylamino)-4-oxo-1,4-dihydroquinoline-3-carboxylic Acid). Yield: 67.9%. RXN SMILES: [F:1][C:2]([F:6])([F:5])[CH2:3][NH2:4].N1C=CC=CC=1.[NH2:13][C:14]1[C:15]([F:38])=[CH:16][C:17]([F:37])=[C:18]([N:20]2[C:29]3[C:24](=[CH:25][C:26]([F:32])=[C:27](F)[C:28]=3[Cl:30])[C:23](=[O:33])[C:22]([C:34]([OH:36])=[O:35])=[CH:21]2)[CH:19]=1>C(OCC)C>[NH2:13][C:14]1[C:15]([F:38])=[CH:16][C:17]([F:37])=[C:18]([N:20]2[C:29]3[C:24](=[CH:25][C:26]([F:32])=[C:27]([NH:4][CH2:3][C:2]([F:6])([F:5])[F:1])[C:28]=3[Cl:30])[C:23](=[O:33])[C:22]([C:34]([OH:36])=[O:35])=[CH:21]2)[CH:19]=1. Procedure details: 2,2,2-Trifluoroethylamine (50 mg) and pyridine (300 ml) were added to 1-(5-amino-2,4-difluorophenyl)-8-chloro-6,7-difluoro-4-oxo-1,4-dihydroquinoline-3-carboxylic acid (110 mg), and the mixture was stirred at 40° C. for 2 days. Additional 2,2,2-trifluoroethylamine (50 mg) was added, and the mixture was stirred at 40° C. for 2 days. Diethyl ether was added to the reaction mixture, followed by stirring. A supernatant liquid was removed, and solids deposited were collected by filtration and washed ...